This data is from the Open Reaction Database (ORD), a public repository of structured organic reaction records. The task is: describe an organic reaction: reactants, conditions, products, and yield The reactants are NC(=O)Cc1cc([N+](=O)[O-])ccc1C(=O)O, Clc1ccccc1Cl. The product is O=C1Cc2cc([N+](=O)[O-])ccc2C(=O)N1. Reaction SMILES: [C:1](=[O:2])([OH:3])[c:4]1[c:5]([CH2:13][C:14](=[O:15])[NH2:16])[cH:6][c:7]([N+:10](=[O:11])[O-:12])[cH:8][cH:9]1.[Cl:17][c:18]1[c:19]([Cl:20])[cH:21][cH:22][cH:23][cH:24]1>>[C:1]1(=[O:2])[c:4]2[c:5]([cH:6][c:7]([N+:10](=[O:11])[O-:12])[cH:8][cH:9]2)[CH2:13][C:14](=[O:15])[NH:16]1. Conditions: temperature 75 celsius, time 180 minute. The product is C(=C)CC(=O)N.C(=C)S(=O)(=O)[O-] (vinylacetamide vinylsulfonate). Reactants: C(C)(=O)NC=C (Acetamidoethylene), C(=C)S(=O)(=O)[O-] (vinylsulfonate), CC(C)(C#N)N=NC(C)(C)C#N (AIBN). As a reaction SMILES: [C:1]([NH:4]C=C)(=[O:3])[CH3:2].[CH:7]([S:9]([O-:12])(=[O:11])=[O:10])=[CH2:8].CC(N=NC(C#N)(C)C)(C#N)C>>[CH:7]([CH2:2][C:1]([NH2:4])=[O:3])=[CH2:8].[CH:7]([S:9]([O-:12])(=[O:11])=[O:10])=[CH2:8] |f:3.4|. Procedure: Acetamidoethylene monomer prepared in Part A (5 moles) is added to a 5 liter agitated reactor along with 2.7 moles of vinylsulfonate (sodium salt) and 16 g of AIBN. The materials are placed in a 5 liter reaction flask and heated to 75° C. while d oxygenating the flask. Temperature is increased to 80° C. and held there for 180 minutes. The reaction mixture, a solution of a copolymer of vinylacetamide and vinylsulfonate, is dissolved in water. This solution is purified by filtration and ultrafiltr... The reactants are O.[Cl-].[NH4+] (ammonium chloride water), II (iodine), [OH-].[K+] (KOH), N1N=CC2=CC=C(C=C12)C(=O)OCC (ethyl 1H-indazole-6-carboxylate). Solvent: CN(C)C=O (DMF). Conditions: time 2 hour. Yields the product IC1=NNC2=CC(=CC=C12)C(=O)OCC (Ethyl 3-iodo-indazole-6-carboxylate). RXN SMILES: [I:1]I.[OH-].[K+].[NH:5]1[C:13]2[C:8](=[CH:9][CH:10]=[C:11]([C:14]([O:16][CH2:17][CH3:18])=[O:15])[CH:12]=2)[CH:7]=[N:6]1.O.[Cl-].[NH4+]>CN(C=O)C>[I:1][C:7]1[C:8]2[C:13](=[CH:12][C:11]([C:14]([O:16][CH2:17][CH3:18])=[O:15])=[CH:10][CH:9]=2)[NH:5][N:6]=1 |f:1.2,4.5.6|. Procedure details: In a 3.0-liter egg plant type flask, iodine (6.09 g, 24 mmol) and KOH (4.49 g, 68 mmol) were added to a DMF solution (60 mL) of ethyl 1H-indazole-6-carboxylate (4.52 g, 20 mmol), and stirred at room temperature for 2 hours. Saturated ammonium chloride water was added to it, extracted with ethyl acetate, washed with water and saturated saline water in that order, and dried with sodium sulfate. The reaction solution was filtered, concentrated, and the resulting solid was washed with a mixed soluti... Reactants: O (water), C1C(CC2=CC=CC=C12)=O (indan-2-one), N1C(CC2=CC=CC=C12)=O (oxindole), N1CCCCC1 (piperidine). Solvent: CN(C=O)C (dimethylforamide). Reaction conditions: temperature 130 celsius. The product is C1(CCC2=CC=CC=C12)=C1C(NC2=CC=CC=C12)=O (3-indan-1-ylidene-1,3-dihydroindol-2-one). Yield: 21.4%. Reaction SMILES: [CH2:1]1[C:9]2[C:4](=[CH:5][CH:6]=[CH:7][CH:8]=2)[CH2:3][C:2]1=O.[NH:11]1[C:19]2[C:14](=[CH:15][CH:16]=[CH:17][CH:18]=2)[CH2:13][C:12]1=[O:20].N1CCCCC1.O>CN(C)C=O>[C:1]1(=[C:13]2[C:14]3[C:19](=[CH:18][CH:17]=[CH:16][CH:15]=3)[NH:11][C:12]2=[O:20])[C:9]2[C:4](=[CH:5][CH:6]=[CH:7][CH:8]=2)[CH2:3][CH2:2]1. Reported procedure: A mixture of 0.4 g indan-2-one, 1.33 g oxindole and 0.5 ml piperidine in 3 ml dimethylforamide was heated in a sealed tube at 130° C. for 60 hours. Enough water was added to cause precipitation of an oily solid. The mixture was decanted and the remaining oily solid heated with 5 ml of ethanol using a heat gun. Upon cooling, the solid was filtered off. The solid was slurried with 3 ml of ethanol and filtered to give 160 mg of 3-indan-1-ylidene-1,3-dihydroindol-2-one as an orange solid. Starting materials: CN1CCNCC1, CCOC(=O)C1=C(C2=CC(=C(C=C2N=C1)OC)Br)NC3=C(C=C(C=C3)Cl)Cl. Reagents/catalysts: C(=O)([O-])[O-].[Cs+].[Cs+], C1=CC=C(C=C1)P(C2=CC=CC=C2)C3=C(C4=CC=CC=C4C=C3)C5=C(C=CC6=CC=CC=C65)P(C7=CC=CC=C7)C8=CC=CC=C8, C1=CC=C(C=C1)/C=C/C(=O)/C=C/C2=CC=CC=C2.C1=CC=C(C=C1)/C=C/C(=O)/C=C/C2=CC=CC=C2.C1=CC=C(C=C1)/C=C/C(=O)/C=C/C2=CC=CC=C2.[Pd].[Pd]. The solvent is C1COCCO1. Run at temperature 100 celsius. Yields the product CCOC(=O)C1=C(C2=CC(=C(C=C2N=C1)OC)N3CCN(CC3)C)NC4=C(C=C(C=C4)Cl)Cl. Yield: 0.0%. Reported procedure: To a solution of ethyl 6-bromo-4-(2,4-dichlorophenylamino)-7-methoxyquinoline-3-carboxylate (694 mg, 1.48 mmol) and 1-methylpiperazine (0.246 mL, 2.21 mmol) in dioxane (10 mL) was added cesium carbonate (962 mg, 2.95 mmol), tris(dibenzylideneacetone)dipalladium(0) (67.6 mg, 0.07 mmol) and rac-2,2'-Bis(diphenylphosphino)-1,1'-binaphthyl (92 mg, 0.15 mmol). Reaction vessel in oil bath set to 100 °C. 2.15pm  o/n 20 hours - LCMS shows product (489) and SM (470)  26 hours - ratio of product : SM look... Reactants: C(CC)C1CCC(CC1)C1CCCCC1 (4-(4-propylcyclohexyl)cyclohexane), CC(=O)C (acetone), O (water). Run in Cl (hydrochloric acid). Product: C(CC)C1CCC(CC1)C1CCC(CC1)/C=C/C=O (3-(4-(4-propylcyclohexyl)cyclohexyl)-2E-propenal). Reaction SMILES: [CH2:1]([CH:4]1[CH2:9][CH2:8][CH:7]([CH:10]2[CH2:15][CH2:14][CH2:13][CH2:12][CH2:11]2)[CH2:6][CH2:5]1)[CH2:2][CH3:3].[OH2:16].[CH3:17][C:18]([CH3:20])=O>Cl>[CH2:17]([CH:13]1[CH2:14][CH2:15][CH:10]([CH:7]2[CH2:8][CH2:9][CH:4](/[CH:1]=[CH:2]/[CH:3]=[O:16])[CH2:5][CH2:6]2)[CH2:11][CH2:12]1)[CH2:18][CH3:20]. Reported procedure: The resulting cyclohexane derivative was dissolved in a mixed solvent of acetone (80 ml) with 2N hydrochloric acid (8 ml), followed by heating the solution under reflux for 4 hours, cooling the reaction mixture down to room temperature after completion of the stirring, adding water, extracting with ether (50 ml), drying the organic layer over anhydrous magnesium sulfate, and concentrating under reduced pressure to obtain 3-(4-(4-propylcyclohexyl)cyclohexyl)-2E-propenal (3.1 g, 12 mmols). This pr... Starting materials: 28, N1CCC(CC1)NC1=NC=2C(=NC=CC2)N1CCO (2-(4-piperidinylamino)-3H-imidazo[4,5-b]pyridine-3-ethanol), C(C1=CC=CC=C1)=O (benzaldehyde), S1C=CC=C1 (thiophene), [H][H] (hydrogen). Reagents/catalysts: [Pd] (palladium-on-charcoal). Solvent: CO (methanol), CO (methanol). Yields the product 25.2, C1(=CC=CC=C1)CN1CCC(CC1)NC1=NC=2C(=NC=CC2)N1CCO (2-[[1-(phenylmethyl)-4-piperidinyl]amino]-3H-imidazo[4,5-b]pyridine-3-ethanol). Isolated yield 65.1%. Reaction SMILES: [NH:1]1[CH2:6][CH2:5][CH:4]([NH:7][C:8]2[N:16]([CH2:17][CH2:18][OH:19])[C:11]3=[N:12][CH:13]=[CH:14][CH:15]=[C:10]3[N:9]=2)[CH2:3][CH2:2]1.[CH:20](=O)[C:21]1[CH:26]=[CH:25][CH:24]=[CH:23][CH:22]=1.S1C=CC=C1.[H][H]>CO.[Pd]>[C:21]1([CH2:20][N:1]2[CH2:2][CH2:3][CH:4]([NH:7][C:8]3[N:16]([CH2:17][CH2:18][OH:19])[C:11]4=[N:12][CH:13]=[CH:14][CH:15]=[C:10]4[N:9]=3)[CH2:5][CH2:6]2)[CH:26]=[CH:25][CH:24]=[CH:23][CH:22]=1. Reported procedure: A mixture of 28 parts of 2-(4-piperidinylamino)-3H-imidazo[4,5-b]pyridine-3-ethanol, 20 parts of benzaldehyde, 2 parts of a solution of thiophene in methanol 4% and 160 parts of methanol was hydrogenated at normal pressure and at room temperature with 3 parts of palladium-on-charcoal catalyst 10%. After the calculated amount of hydrogen was taken up, the catalyst was filtered off and the filtrate was evaporated. The residue was taken up in trichloromethane and the whole was extracted with an aci... Reactants: N1=CC=C(C=C1)CO (4-pyridylcarbinol), N1C=NC=C1 (imidazole), [Si](C)(C)(C(C)(C)C)Cl (t-butyldimethylsilyl chloride), CN(C)C=O (DMF). Run at time 3 hour. Yields the product C(C)(C)(C)[SiH2]OC(C1=CC=NC=C1)(C)C (4-(tert-butyl-dimethyl-silanyloxymethyl)-pyridine). As a reaction SMILES: N1[CH:6]=[CH:5][C:4]([CH2:7]O)=[CH:3]C=1.N1[CH:13]=[CH:12][N:11]=[CH:10]1.[Si:14](Cl)([C:17]([CH3:20])([CH3:19])[CH3:18])(C)C.CN(C=[O:26])C>>[C:17]([SiH2:14][O:26][C:4]([CH3:3])([CH3:7])[C:5]1[CH:6]=[CH:10][N:11]=[CH:12][CH:13]=1)([CH3:20])([CH3:19])[CH3:18]. Reported procedure: To a stirred solution of 4-pyridylcarbinol (21.8 g, 0.20 mole) in DMF (200 mL) at 25° C. was added imidazole (15.64 g, 0.23 mole) and t-butyldimethylsilyl chloride (31.65 g, 0.21 mole). The reaction mixture was allowed to stirred at that temperature for 3 hr. Standard aqueous work up (ethyl acetate extraction, washed with water and brine, dried with MgSO4, evaporation), followed by chromatographic purification (silica gel, hexane/ethyl acetate) gave the title compound. 1H-NMR (CDCl3, 400 MHz) δ:...